Dataset: the Open Reaction Database (ORD), a public repository of structured organic reaction records. Task: describe an organic reaction: reactants, conditions, products, and yield The reactants are C(C)C1=NN(C(S1)=N)CC1=CC=C(C=C1)C1=C(C=CC=C1)C1=NN=NN1 (5-ethyl-2-imino-3-[[2'-(1H-tetrazol-5-yl)biphenyl-4-yl]methyl]-1,3,4-thiadiazoline), C12=C(CCC1)C(=O)OC2=O (1-cyclopentene-1,2-dicarboxylic anhydride), O (water), Cl (hydrochloric acid). The solvent is CN(C=O)C (N,N-dimethylformamide), C(C)O (ethanol). Run at time 6 hour. Product: C(C)C1=NN(C(S1)=NC(=O)C1=C(CCC1)C(=O)O)CC1=CC=C(C=C1)C1=C(C=CC=C1)C1=NN=NN1 (2-[[5-ethyl-3-[2'-(1H-tetrazol-5-yl)biphenyl-4-yl]methyl-1,3,4-thiadiazolin-2-yliden]aminocarbonyl]-1-cylcopentenecarboxylic acid). Yield: 90.4%. RXN SMILES: [CH2:1]([C:3]1[S:7][C:6](=[NH:8])[N:5]([CH2:9][C:10]2[CH:15]=[CH:14][C:13]([C:16]3[CH:21]=[CH:20][CH:19]=[CH:18][C:17]=3[C:22]3[NH:26][N:25]=[N:24][N:23]=3)=[CH:12][CH:11]=2)[N:4]=1)[CH3:2].[C:27]12[C:35](=[O:36])[O:34][C:32](=[O:33])[C:28]=1[CH2:29][CH2:30][CH2:31]2.O.Cl>CN(C)C=O.C(O)C>[CH2:1]([C:3]1[S:7][C:6](=[N:8][C:35]([C:27]2[CH2:31][CH2:30][CH2:29][C:28]=2[C:32]([OH:34])=[O:33])=[O:36])[N:5]([CH2:9][C:10]2[CH:11]=[CH:12][C:13]([C:16]3[CH:21]=[CH:20][CH:19]=[CH:18][C:17]=3[C:22]3[NH:23][N:24]=[N:25][N:26]=3)=[CH:14][CH:15]=2)[N:4]=1)[CH3:2]. Reported procedure: In 30 ml of N,N-dimethylformamide, 3.63 g of 5-ethyl-2-imino-3-[[2'-(1H-tetrazol-5-yl)biphenyl-4-yl]methyl]-1,3,4-thiadiazoline was dissolved, followed by the addition of 1.44 g of 1-cyclopentene-1,2-dicarboxylic anhydride. The resulting mixture was stirred at room temperature for 6 hours. To the reaction mixture, 200 ml of water and 5 ml of hydrochloric acid were added. The powders so precipitated were collected by filtration. The powders so obtained were suspended in 100 ml of ethanol and the ...